This data is from the Open Reaction Database (ORD), a public repository of structured organic reaction records. The task is: describe an organic reaction: reactants, conditions, products, and yield Starting materials: C(#N)C=1C=C(CN2C([C@H](CC2)NS(=O)(=O)C2=CC3=CC(=CC=C3C=C2)OC)=O)C=CC1 (7-methoxynaphthalene-2-sulfonic acid [1-(3-cyanobenzyl)-2-oxopyrrolidin-3-(S)-yl]amide), C(C1=CC=CC=C1)N1C(=NC=C1)CCl (1-benzyl-1H-imidazol-2-ylmethyl chloride). The product is C(#N)C=1C=C(CN2C([C@H](CC2)N(S(=O)(=O)C2=CC3=CC(=CC=C3C=C2)OC)CC=2N(C=CN2)CC2=CC=CC=C2)=O)C=CC1 (7-Methoxy-2-napthalenesulfonic acid [1-(3-cyanobenzyl)-2-oxopyrrolidin-3-(S)-yl]-(1-benzyl-1H-imidazol-2-ylmethyl)amide). As a reaction SMILES: [C:1]([C:3]1[CH:4]=[C:5]([CH:29]=[CH:30][CH:31]=1)[CH2:6][N:7]1[CH2:11][CH2:10][C@H:9]([NH:12][S:13]([C:16]2[CH:25]=[CH:24][C:23]3[C:18](=[CH:19][C:20]([O:26][CH3:27])=[CH:21][CH:22]=3)[CH:17]=2)(=[O:15])=[O:14])[C:8]1=[O:28])#[N:2].[CH2:32]([N:39]1[CH:43]=[CH:42][N:41]=[C:40]1[CH2:44]Cl)[C:33]1[CH:38]=[CH:37][CH:36]=[CH:35][CH:34]=1>>[C:1]([C:3]1[CH:4]=[C:5]([CH:29]=[CH:30][CH:31]=1)[CH2:6][N:7]1[CH2:11][CH2:10][C@H:9]([N:12]([CH2:44][C:40]2[N:39]([CH2:32][C:33]3[CH:38]=[CH:37][CH:36]=[CH:35][CH:34]=3)[CH:43]=[CH:42][N:41]=2)[S:13]([C:16]2[CH:25]=[CH:24][C:23]3[C:18](=[CH:19][C:20]([O:26][CH3:27])=[CH:21][CH:22]=3)[CH:17]=2)(=[O:15])=[O:14])[C:8]1=[O:28])#[N:2]. Procedure: The title compound is prepared as described in EXAMPLE 90, Part A using 7-methoxynaphthalene-2-sulfonic acid [1-(3-cyanobenzyl)-2-oxopyrrolidin-3-(S)-yl]amide, prepared as described in EXAMPLE 43, part A, and 1-benzyl-1H-imidazol-2-ylmethyl chloride. The crude product is purified by column chromatography eluting with 2% MeOH/CH2Cl2 to afford the title compound as a white foam. Starting materials: COC=1C=C(C=CC1OC)CC(C(CCC(C1=CC(=C(C=C1)OC)OC)(C(C)C)C#N)O)[N+](=O)[O-] (1-(3,4-dimethoxyphenyl)-2-nitro-6-cyano-6-(prop-2-yl)-6-(3,4-dimethoxyphenyl)hexan-3-ol), C(C)(=O)OC(C)=O (acetic anhydride). The reagents and catalysts are CN(C1=CC=NC=C1)C (4-dimethylaminopyridine). Run in C(Cl)Cl (CH2Cl2). The product is C(C)(=O)OC(C(CC1=CC(=C(C=C1)OC)OC)[N+](=O)[O-])CCC(C1=CC(=C(C=C1)OC)OC)(C(C)C)C#N (O-acetyl-1-(3,4-dimethoxyphenyl)-2-nitro-6-cyano-6-(prop-2-yl)-6-(3,4-dimethoxyphenyl)hexan-3-ol). Reaction SMILES: [CH3:1][O:2][C:3]1[CH:4]=[C:5]([CH2:11][CH:12]([N+:33]([O-:35])=[O:34])[CH:13]([OH:32])[CH2:14][CH2:15][C:16]([C:30]#[N:31])([CH:27]([CH3:29])[CH3:28])[C:17]2[CH:22]=[CH:21][C:20]([O:23][CH3:24])=[C:19]([O:25][CH3:26])[CH:18]=2)[CH:6]=[CH:7][C:8]=1[O:9][CH3:10].[C:36](OC(=O)C)(=[O:38])[CH3:37]>CN(C)C1C=CN=CC=1.C(Cl)Cl>[C:36]([O:32][CH:13]([CH2:14][CH2:15][C:16]([C:30]#[N:31])([CH:27]([CH3:29])[CH3:28])[C:17]1[CH:22]=[CH:21][C:20]([O:23][CH3:24])=[C:19]([O:25][CH3:26])[CH:18]=1)[CH:12]([N+:33]([O-:35])=[O:34])[CH2:11][C:5]1[CH:6]=[CH:7][C:8]([O:9][CH3:10])=[C:3]([O:2][CH3:1])[CH:4]=1)(=[O:38])[CH3:37]. Reported procedure: A mixture of 1-(3,4-dimethoxyphenyl)-2-nitro-6-cyano-6-(i-propyl)-6-(3,4-dimethoxyphenyl)hexan-3-ol (8, 75 g, 0.154 mol), 4-dimethylaminopyridine ("DMAP," 1.5 g, Aldrich), and acetic anhydride (23 mL) in CH2Cl2 (700 mL) was heated at reflux for 40 minutes to yield 1-(3,4-dimethoxyphenyl)-2-nitro-3-acetoxy-6-cyano-6-(i-propyl)-6-(3,4-dimethoxyphenyl)hexane (9), which was used in the next step without isolation. Reactants: BrC1=CC(=C(C=C1)CC(=O)C=1C=CC(N(C1)C)=O)Cl (5-[2-(4-bromo-2-chloro-phenyl)-acetyl]-1-methyl-1H-pyridin-2-one), IC (iodomethane). Yields the product BrC1=CC(=C(C=C1)C(C(=O)C=1C=CC(N(C1)C)=O)C)Cl (5-[2-(4-bromo-2-chloro-phenyl)-propionyl]-1-methyl-1H-pyridin-2-one). Reaction SMILES: [Br:1][C:2]1[CH:7]=[CH:6][C:5]([CH2:8][C:9]([C:11]2[CH:12]=[CH:13][C:14](=[O:18])[N:15]([CH3:17])[CH:16]=2)=[O:10])=[C:4]([Cl:19])[CH:3]=1.I[CH3:21]>>[Br:1][C:2]1[CH:7]=[CH:6][C:5]([CH:8]([CH3:21])[C:9]([C:11]2[CH:12]=[CH:13][C:14](=[O:18])[N:15]([CH3:17])[CH:16]=2)=[O:10])=[C:4]([Cl:19])[CH:3]=1. Procedure: In analogy to Example 1, steps 4 and 5, 5-[2-(4-bromo-2-chloro-phenyl)-acetyl]-1-methyl-1H-pyridin-2-one was alkylated with iodomethane to give 5-[2-(4-bromo-2-chloro-phenyl)-propionyl]-1-methyl-1H-pyridin-2-one which was further converted to the title compound. Colorless foam. MS (m/e, ISP neg. ion)=421.8 [M−H+]. Reactants: CC(=O)C (acetone), S(O)(O)(=O)=O (sulfuric acid), CC(CC(C)(C)C)(C)OO (1,1,3,3-tetramethylbutyl hydroperoxide), 16g. The solvent is CCCCC (pentane). Conditions: temperature 0 celsius, time 4 hour. Yields the product C(C)(C)(CC(C)(C)C)OOC(C)(C)OOC(C)(C)CC(C)(C)C (2,2-Di-(t-Octylperoxy) Propane). The yield is 47.8%. As a reaction SMILES: [CH3:1][C:2]([CH3:4])=[O:3].[CH3:5][C:6]([O:13][OH:14])([CH3:12])[CH2:7][C:8]([CH3:11])([CH3:10])[CH3:9].S(=O)(=O)(O)O>CCCCC>[C:2]([O:3][O:13][C:6]([O:14][O:13][C:6]([CH2:7][C:8]([CH3:11])([CH3:10])[CH3:9])([CH3:12])[CH3:5])([CH3:12])[CH3:5])([CH2:7][C:8]([CH3:11])([CH3:10])[CH3:9])([CH3:4])[CH3:1]. Reported procedure: To a jacketed reactor was charged 7.0g. (0.12 mole) of acetone, 39.2g. (0.24 mole) of 1,1,3,3-tetramethylbutyl hydroperoxide (89.7% assay) and 120 ml. of pentane. To the vigorously stirred solution at 0°C was added 16g. of 77% sulfuric acid over a period of 30 minutes and the reaction mixture was allowed to stir at 0°C for 4 hours. The pentane layer was then separated, washed with water, then aqueous 10% KOH solution and finally with water to neutral and was dried over anhyd. MgSO4. After separa... Starting materials: CCN=C=NCCCN(C)C, CCOC(C)=O, CN(C)c1ccncc1, CC1=C(C(=O)[O-])C(c2cccc(Cl)c2)C(C(=O)OCCC#N)=C(C)N1, ClCCl, Cl, NCC(=O)Nc1ccccc1. Yields the product CC1=C(C(=O)NCC(=O)Nc2ccccc2)C(c2cccc(Cl)c2)C(C(=O)OCCC#N)=C(C)N1. As a reaction SMILES: [CH3:38][N:39]([CH3:40])[CH2:41][CH2:42][CH2:43][N:44]=[C:45]=[N:46][CH2:47][CH3:48].[CH3:49][CH2:50][O:51][C:52](=[O:53])[CH3:54].[CH3:55][N:56]([CH3:57])[c:58]1[cH:59][cH:60][n:61][cH:62][cH:63]1.[Cl:1][c:2]1[cH:3][c:4]([CH:8]2[C:9]([C:19](=[O:20])[O:21][CH2:22][CH2:23][C:24]#[N:25])=[C:10]([CH3:18])[NH:11][C:12]([CH3:17])=[C:13]2[C:14](=[O:15])[O-:16])[cH:5][cH:6][cH:7]1.[Cl:64][CH2:65][Cl:66].[ClH:37].[NH2:26][CH2:27][C:28](=[O:29])[NH:30][c:31]1[cH:32][cH:33][cH:34][cH:35][cH:36]1>>[Cl:1][c:2]1[cH:3][c:4]([CH:8]2[C:9]([C:19](=[O:20])[O:21][CH2:22][CH2:23][C:24]#[N:25])=[C:10]([CH3:18])[NH:11][C:12]([CH3:17])=[C:13]2[C:14](=[O:15])[NH:26][CH2:27][C:28](=[O:29])[NH:30][c:31]2[cH:32][cH:33][cH:34][cH:35][cH:36]2)[cH:5][cH:6][cH:7]1. The reactants are Clc1ccc2ncc(Br)n2n1, CS(C)=O, [F-], Fc1cccc(C2COCCN2)c1, [K+]. Yields the product Fc1cccc(C2COCCN2c2ccc3ncc(Br)n3n2)c1. As a reaction SMILES: [Br:14][c:15]1[cH:16][n:17][c:18]2[n:19]1[n:20][c:21]([Cl:24])[cH:22][cH:23]2.[CH3:27][S:28]([CH3:29])=[O:30].[F-:25].[F:1][c:2]1[cH:3][c:4]([CH:8]2[CH2:9][O:10][CH2:11][CH2:12][NH:13]2)[cH:5][cH:6][cH:7]1.[K+:26]>>[F:1][c:2]1[cH:3][c:4]([CH:8]2[CH2:9][O:10][CH2:11][CH2:12][N:13]2[c:21]2[n:20][n:19]3[c:15]([Br:14])[cH:16][n:17][c:18]3[cH:23][cH:22]2)[cH:5][cH:6][cH:7]1. Reactants: Cl, NOCc1ccc([N+](=O)[O-])cc1, CC(=O)c1cccc(O)c1. Yields the product CC(=NOCc1ccc([N+](=O)[O-])cc1)c1cccc(O)c1. RXN SMILES: [ClH:11].[N+:12](=[O:13])([O-:14])[c:15]1[cH:16][cH:17][c:18]([CH2:19][O:20][NH2:21])[cH:22][cH:23]1.[OH:1][c:2]1[cH:3][c:4]([C:8]([CH3:9])=[O:10])[cH:5][cH:6][cH:7]1>>[OH:1][c:2]1[cH:3][c:4]([C:8]([CH3:9])=[N:21][O:20][CH2:19][c:18]2[cH:17][cH:16][c:15]([N+:12](=[O:13])[O-:14])[cH:23][cH:22]2)[cH:5][cH:6][cH:7]1. Starting materials: OCCO, CCOC(=O)C1(Nc2ccccc2)CCN(C(C)C)CC1, Cl, [K+], [Na+], [OH-], [OH-], O. Product: CC(C)N1CCC(Nc2ccccc2)(C(=O)O)CC1. RXN SMILES: [CH2:28]([OH:29])[CH2:30][OH:31].[CH3:1][CH:2]([CH3:3])[N:4]1[CH2:5][CH2:6][C:7]([C:10](=[O:11])[O:12][CH2:13][CH3:14])([NH:15][c:16]2[cH:17][cH:18][cH:19][cH:20][cH:21]2)[CH2:8][CH2:9]1.[ClH:24].[K+:23].[Na+:26].[OH-:22].[OH-:25].[OH2:27]>>[CH3:1][CH:2]([CH3:3])[N:4]1[CH2:5][CH2:6][C:7]([C:10](=[O:11])[OH:12])([NH:15][c:16]2[cH:17][cH:18][cH:19][cH:20][cH:21]2)[CH2:8][CH2:9]1. Starting materials: C(C(C)C)(=O)Cl (Isobutyryl chloride), COCCC=1N(C2=C(C(=NC=3C=C(C=CC23)OC2CCNCC2)N)N1)CCC (2-(2-methoxyethyl)-7-(piperidin-4-yloxy)-1-propyl-1H-imidazo[4,5-c]quinolin-4-ylamine), C([O-])([O-])=O.[Na+].[Na+] (sodium carbonate), O (water). The solvent is C(Cl)(Cl)Cl (chloroform). Reaction conditions: time 2 hour. Product: C(C(C)C)(=O)N1CCC(CC1)OC=1C=CC=2C3=C(C(=NC2C1)N)N=C(N3CCC)CCOC (7-[(1-isobutyrylpiperidin-4-yl)oxy]-2-(2-methoxyethyl)-1-propyl-1H-imidazo[4,5-c]quinolin-4-amine). Reaction SMILES: [C:1](Cl)(=[O:5])[CH:2]([CH3:4])[CH3:3].[CH3:7][O:8][CH2:9][CH2:10][C:11]1[N:12]([CH2:32][CH2:33][CH3:34])[C:13]2[C:22]3[CH:21]=[CH:20][C:19]([O:23][CH:24]4[CH2:29][CH2:28][NH:27][CH2:26][CH2:25]4)=[CH:18][C:17]=3[N:16]=[C:15]([NH2:30])[C:14]=2[N:31]=1.C(=O)([O-])[O-].[Na+].[Na+].O>C(Cl)(Cl)Cl>[C:1]([N:27]1[CH2:26][CH2:25][CH:24]([O:23][C:19]2[CH:20]=[CH:21][C:22]3[C:13]4[N:12]([CH2:32][CH2:33][CH3:34])[C:11]([CH2:10][CH2:9][O:8][CH3:7])=[N:31][C:14]=4[C:15]([NH2:30])=[N:16][C:17]=3[CH:18]=2)[CH2:29][CH2:28]1)(=[O:5])[CH:2]([CH3:4])[CH3:3] |f:2.3.4|. Procedure details: Isobutyryl chloride (0.273 mL, 2.61 mmol) was added dropwise to a stirred solution of 2-(2-methoxyethyl)-7-(piperidin-4-yloxy)-1-propyl-1H-imidazo[4,5-c]quinolin-4-ylamine (prepared as described in Part A of Example 388, 1.00 g, 2.61 mmol) in chloroform at 0° C. After 2 hours, the solution was allowed to warm to ambient temperature for 1 hour. Saturated aqueous sodium carbonate (15 mL) and water (10 mL) were added and the mixture was allowed to stir for 16 hours. The mixture was transferred to a...